The task is: describe an organic reaction: reactants, conditions, products, and yield. This data is from the Open Reaction Database (ORD), a public repository of structured organic reaction records. Starting materials: N#Cc1cccc(C#Cc2cncc(Br)c2)c1, CN(C)C=O, CCOC(C)=O, CC(C)[Mg+], [Cl-], C1CCOC1. Product: N#Cc1cccc(C#Cc2cncc(C=O)c2)c1. As a reaction SMILES: [Br:6][c:7]1[cH:8][c:9]([C:13]#[C:14][c:15]2[cH:16][c:17]([C:18]#[N:19])[cH:20][cH:21][cH:22]2)[cH:10][n:11][cH:12]1.[CH3:23][N:24]([CH:25]=[O:26])[CH3:27].[CH3:33][CH2:34][O:35][C:36](=[O:37])[CH3:38].[CH:2]([Mg+:3])([CH3:4])[CH3:5].[Cl-:1].[O:28]1[CH2:29][CH2:30][CH2:31][CH2:32]1>>[c:7]1([CH:25]=[O:26])[cH:8][c:9]([C:13]#[C:14][c:15]2[cH:16][c:17]([C:18]#[N:19])[cH:20][cH:21][cH:22]2)[cH:10][n:11][cH:12]1. Reactants: BrB(Br)Br, O=C([O-])[O-], ClCCl, Cl, COc1ccc(Cc2cc(I)ccc2C)cc1, [K+], [K+]. Yields the product Cc1ccc(I)cc1Cc1ccc(O)cc1. As a reaction SMILES: [B:18]([Br:19])([Br:20])[Br:21].[C:22](=[O:23])([O-:24])[O-:25].[Cl:29][CH2:30][Cl:31].[ClH:28].[I:1][c:2]1[cH:3][c:4]([CH2:9][c:10]2[cH:11][cH:12][c:13]([O:16][CH3:17])[cH:14][cH:15]2)[c:5]([CH3:8])[cH:6][cH:7]1.[K+:26].[K+:27]>>[I:1][c:2]1[cH:3][c:4]([CH2:9][c:10]2[cH:11][cH:12][c:13]([OH:16])[cH:14][cH:15]2)[c:5]([CH3:8])[cH:6][cH:7]1. The reactants are Fc1cc(Br)cc(Br)c1, O=C([O-])[O-], CC(=O)[O-], CC(=O)[O-], CC(N)=O, ClCCl, [Cs+], [Cs+], [Pd+2], CC1(C)c2cccc(P(c3ccccc3)c3ccccc3)c2Oc2c(P(c3ccccc3)c3ccccc3)cccc21. Yields the product CC(=O)Nc1cc(F)cc(Br)c1. As a reaction SMILES: [Br:53][c:54]1[cH:55][c:56]([Br:61])[cH:57][c:58]([F:60])[cH:59]1.[C:47](=[O:48])([O-:49])[O-:50].[C:62]([O-:63])(=[O:64])[CH3:65].[C:67]([O-:68])(=[O:69])[CH3:70].[CH3:1][C:2]([NH2:3])=[O:4].[Cl:71][CH2:72][Cl:73].[Cs+:51].[Cs+:52].[Pd+2:66].[c:5]1([P:6]([c:7]2[cH:8][cH:9][cH:10][cH:11][cH:12]2)[c:13]2[c:14]3[c:38]([cH:39][cH:40][cH:41]2)[C:35]([CH3:36])([CH3:37])[c:17]2[c:16]([c:21]([P:22]([c:23]4[cH:24][cH:25][cH:26][cH:27][cH:28]4)[c:29]4[cH:30][cH:31][cH:32][cH:33][cH:34]4)[cH:20][cH:19][cH:18]2)[O:15]3)[cH:42][cH:43][cH:44][cH:45][cH:46]1>>[CH3:1][C:2]([NH:3][c:56]1[cH:55][c:54]([Br:53])[cH:59][c:58]([F:60])[cH:57]1)=[O:4]. Starting materials: [OH-].[Na+] (sodium hydroxide), BrN1C(CCC1=O)=O (N-Bromosuccinimide), COC(=O)C=1NC(=CC1C#N)CC (3-cyano-5-ethyl-1H-pyrrole-2-carboxylic acid methyl ester), COC(=O)C=1NC(=CC1C#N)CC (3-cyano-5-ethyl-1H-pyrrole-2-carboxylic acid methyl ester). The solvent is C(Cl)Cl (DCM). Conditions: temperature 0 celsius, time 30 minute. Product: BrC=1C(=C(NC1CC)C(=O)O)C#N (4-Bromo-3-cyano-5-ethyl-1H-pyrrole-2-carboxylic acid). RXN SMILES: [Br:1]N1C(=O)CCC1=O.C[O:10][C:11]([C:13]1[NH:14][C:15]([CH2:20][CH3:21])=[CH:16][C:17]=1[C:18]#[N:19])=[O:12].[OH-].[Na+]>C(Cl)Cl>[Br:1][C:16]1[C:17]([C:18]#[N:19])=[C:13]([C:11]([OH:10])=[O:12])[NH:14][C:15]=1[CH2:20][CH3:21] |f:2.3|. Procedure: N-Bromosuccinimide (289 mg, 1.63 mmol) was added to a cooled solution of 3-cyano-5-ethyl-1H-pyrrole-2-carboxylic acid methyl ester (Intermediate 27; 290 mg, 1.63 mmol) in anhydrous DCM at 0° C. The mixture was stirred at 0° C. for 30 minutes. The mixture was poured into a cold solution of 2 N sodium hydroxide (15 ml) and extracted with DCM. The combined extracts were washed with water (2×15 ml), dried over sodium sulphate and concentrated in vacuo to give small amounts of title compound. The aqu... Reactants: C(C)OC(=O)C=1N(C(=C(C1O)O)C(=O)OCC)CC1=CC=CC=C1 (N-benzyl-3,4-dihydroxypyrrole-2,5-dicarboxylic acid diethyl ester), C(CO)O (ethylene glycol). Run in O1CCCC1 (tetrahydrofuran). Reaction conditions: temperature 25 celsius, time 3 hour. Yields the product C(C)OC(=O)C1=C2C(=C(N1CC1=CC=CC=C1)C(=O)OCC)OCCO2 (6-benzyl-2, 3-dihydro-6H-[1,4]dioxino[2,3-c]pyrrole-5,7-dicarboxylic acid diethyl ester). As a reaction SMILES: [CH2:1]([O:3][C:4]([C:6]1[N:7]([CH2:18][C:19]2[CH:24]=[CH:23][CH:22]=[CH:21][CH:20]=2)[C:8]([C:13]([O:15][CH2:16][CH3:17])=[O:14])=[C:9]([OH:12])[C:10]=1[OH:11])=[O:5])[CH3:2].[CH2:25](O)[CH2:26]O>O1CCCC1>[CH2:1]([O:3][C:4]([C:6]1[N:7]([CH2:18][C:19]2[CH:24]=[CH:23][CH:22]=[CH:21][CH:20]=2)[C:8]([C:13]([O:15][CH2:16][CH3:17])=[O:14])=[C:9]2[O:12][CH2:25][CH2:26][O:11][C:10]=12)=[O:5])[CH3:2]. Procedure: ADC01 (2.9 g, 16.9 mmol) was slowly added to a solution of N-benzyl-3,4-dihydroxypyrrole-2,5-dicarboxylic acid diethyl ester (2.6 g, 7.7 mmol), ethylene glycol (0.5 g, 8.5 mmol), and PH02 (4.4 g, 16.9 mmol) in dry tetrahydrofuran (150 ml) at 0° C. The reaction mixture was allowed to warm to 25° C., stirred for 3 h, and then was refluxed for 21 h. The reaction mixture was then allowed to cool to 25° C. and was concentrated by rotary evaporator to remove the tetrahydrofuran. The residue was dilute... The reactants are CC1=CC=C(C=C1)S(=O)(=O)OCC1CC2=C(O1)C=1CCCC1C(=C2)Cl ((±)-(5-chloro-3,6,7,8-tetrahydro-2H-indeno[4,5-b]furan-2-yl)methyl 4-methylbenzenesulfonate), [N-]=[N+]=[N-].[Na+] (sodium azide), Intermediate 24. Product: ClC1=CC2=C(OC(C2)CN=[N+]=[N-])C=2CCCC12 ((±)-(5-chloro-3,6,7,8-tetrahydro-2H-indeno[4,5-b]furan-2-yl)methyl azide). Reaction SMILES: CC1C=CC(S(O[CH2:12][CH:13]2[O:17][C:16]3[C:18]4[CH2:19][CH2:20][CH2:21][C:22]=4[C:23]([Cl:25])=[CH:24][C:15]=3[CH2:14]2)(=O)=O)=CC=1.[N-:26]=[N+:27]=[N-:28].[Na+]>>[Cl:25][C:23]1[C:22]2[CH2:21][CH2:20][CH2:19][C:18]=2[C:16]2[O:17][CH:13]([CH2:12][N:26]=[N+:27]=[N-:28])[CH2:14][C:15]=2[CH:24]=1 |f:1.2|. Procedure: Treatment of (±)-(5-chloro-3,6,7,8-tetrahydro-2H-indeno[4,5-b]furan-2-yl)methyl 4-methylbenzenesulfonate (1.4 g, 3.70 mmol) with sodium azide (0.96 g, 14.78 mmol) generally according to the procedure described for Intermediate 24 gave (±)-(5-chloro-3,6,7,8-tetrahydro-2H-indeno[4,5-b]furan-2-yl)methyl azide as a crude oil. Treatment of the azide with sulfided platinum on carbon (5 wt. %, 0.15 g) generally according to the procedure described for Example 2 provided 0.74 g (77%) of (±)-1-(5-chloro-... Starting materials: C(C)OC(CCCCCCCBr)=O (ethyl-8-bromooctanoate), C1(=CC=CC=C1)C=1N=C(NC1C1=CC=CC=C1)S (4,5-diphenyl-2-imidazolethiol), C([O-])(O)=O.[Na+] (sodium bicarbonate). Solvent: CN(C=O)C (dimethylformamide), CN(C=O)C (dimethylformamide). Product: C(C)OC(CCCCCCCSC=1NC(=C(N1)C1=CC=CC=C1)C1=CC=CC=C1)=O (8-(4,5-Diphenyl-1H-imidazol-2-ylthio)octanoic acid ethyl ester). Yield: 73.3%. RXN SMILES: [C:1]1([C:7]2[N:8]=[C:9]([SH:18])[NH:10][C:11]=2[C:12]2[CH:17]=[CH:16][CH:15]=[CH:14][CH:13]=2)[CH:6]=[CH:5][CH:4]=[CH:3][CH:2]=1.[CH2:19]([O:21][C:22](=[O:31])[CH2:23][CH2:24][CH2:25][CH2:26][CH2:27][CH2:28][CH2:29]Br)[CH3:20].C(=O)(O)[O-].[Na+]>CN(C)C=O>[CH2:19]([O:21][C:22](=[O:31])[CH2:23][CH2:24][CH2:25][CH2:26][CH2:27][CH2:28][CH2:29][S:18][C:9]1[NH:8][C:7]([C:1]2[CH:2]=[CH:3][CH:4]=[CH:5][CH:6]=2)=[C:11]([C:12]2[CH:13]=[CH:14][CH:15]=[CH:16][CH:17]=2)[N:10]=1)[CH3:20] |f:2.3|. Procedure details: To a solution of 7.57 g (0.03 mole) 4,5-diphenyl-2-imidazolethiol in 75 ml dimethylformamide was added, dropwise, 7.23 g (0.03 mole) ethyl-8-bromooctanoate in 25 ml dimethylformamide. The reaction mixture was stirred at reflux under nitrogen overnight. The cooled solution was poured into 5% sodium bicarbonate and ice and then extracted with ethyl acetate. The organic layer was backwashed with 5% sodium bicarbonate, water, and saturated sodium chloride solution, then dried over magnesium sulfate ... Reactants: Cl.CN(CCCN=C=NCC)C (1-(3-Dimethylaminopropyl)-3-ethylcarbodiimide hydrochloride), OC1=[N+](C=CC=C1)[O-] (2-hydroxypyridine N-oxide), COC=1C=C2C(=NC=NC2=CC1OC)OC1=CC=C(C=C1)CC(=O)O (2-[4-(6,7-dimethoxyquinazolin-4-yloxy)phenyl]acetic acid), NC1=CC(=NN1)C (5-amino-3-methylpyrazole), C(C)(C)N(CC)C(C)C (diisopropylethylamine), CO[C@H]1[C@@H](C[C@@H]2CN3CCC4=C([C@H]3C[C@@H]2[C@@H]1C(=O)OC)NC5=C4C=CC(=C5)OC)OC(=O)C6=CC(=C(C(=C6)OC)OC)OC (Hypersil), resultant mixture. The solvent is CC(=O)N(C)C (DMA). Product: CC1=NNC(=C1)NC(CC1=CC=C(C=C1)OC1=NC=NC2=CC(=C(C=C12)OC)OC)=O (N-(3-methylpyrazol-5-yl)-2-[4-(6,7-dimethoxyquinazolin-4-yloxy)phenyl]acetamide). Isolated yield 51.9%. RXN SMILES: Cl.CN(C)CCCN=C=NCC.OC1C=CC=C[N+]=1[O-].[CH3:21][O:22][C:23]1[CH:24]=[C:25]2[C:30](=[CH:31][C:32]=1[O:33][CH3:34])[N:29]=[CH:28][N:27]=[C:26]2[O:35][C:36]1[CH:41]=[CH:40][C:39]([CH2:42][C:43](O)=[O:44])=[CH:38][CH:37]=1.[NH2:46][C:47]1[NH:51][N:50]=[C:49]([CH3:52])[CH:48]=1.C(N(C(C)C)CC)(C)C.CO[C@@H]1[C@@H](C(OC)=O)[C@@H]2[C@@H](CN3[C@H](C2)C2NC4C=C(OC)C=CC=4C=2CC3)C[C@H]1OC(C1C=C(OC)C(OC)=C(OC)C=1)=O>CC(N(C)C)=O>[CH3:52][C:49]1[CH:48]=[C:47]([NH:46][C:43](=[O:44])[CH2:42][C:39]2[CH:38]=[CH:37][C:36]([O:35][C:26]3[C:25]4[C:30](=[CH:31][C:32]([O:33][CH3:34])=[C:23]([O:22][CH3:21])[CH:24]=4)[N:29]=[CH:28][N:27]=3)=[CH:41][CH:40]=2)[NH:51][N:50]=1 |f:0.1|. Procedure details: 1-(3-Dimethylaminopropyl)-3-ethylcarbodiimide hydrochloride (0.113 g) and 2-hydroxypyridine N-oxide (0.065 g) were added in turn to a stirred mixture of 2-[4-(6,7-dimethoxyquinazolin-4-yloxy)phenyl]acetic acid (0.1 g), 5-amino-3-methylpyrazole (0.058 g), diisopropylethylamine (0.051 ml) and DMA (1 ml) and the resultant mixture was stirred at ambient temperature for 16 hours. The resultant reaction mixture was transferred onto a Waters ‘β Basic Hypersil’ reversed-phase preparative HPLC column (5 ...